This data is from the Open Reaction Database (ORD), a public repository of structured organic reaction records. The task is: describe an organic reaction: reactants, conditions, products, and yield The reactants are COc1ccc(C(=O)Nc2cnccc2NC(=O)c2ccc(C(C)(C)C)cc2OC2CCNCC2)cc1, O=Cc1ccccc1O. Product: COc1ccc(C(=O)Nc2cnccc2NC(=O)c2ccc(C(C)(C)C)cc2OC2CCN(Cc3ccccc3O)CC2)cc1. As a reaction SMILES: [C:1]([CH3:2])([CH3:3])([CH3:4])[c:5]1[cH:6][c:7]([O:31][CH:32]2[CH2:33][CH2:34][NH:35][CH2:36][CH2:37]2)[c:8]([C:9](=[O:10])[NH:11][c:12]2[c:13]([NH:18][C:19]([c:20]3[cH:21][cH:22][c:23]([O:26][CH3:27])[cH:24][cH:25]3)=[O:28])[cH:14][n:15][cH:16][cH:17]2)[cH:29][cH:30]1.[CH:38](=[O:39])[c:40]1[cH:41][cH:42][cH:43][cH:44][c:45]1[OH:46]>>[C:1]([CH3:2])([CH3:3])([CH3:4])[c:5]1[cH:6][c:7]([O:31][CH:32]2[CH2:33][CH2:34][N:35]([CH2:38][c:40]3[cH:41][cH:42][cH:43][cH:44][c:45]3[OH:46])[CH2:36][CH2:37]2)[c:8]([C:9](=[O:10])[NH:11][c:12]2[c:13]([NH:18][C:19]([c:20]3[cH:21][cH:22][c:23]([O:26][CH3:27])[cH:24][cH:25]3)=[O:28])[cH:14][n:15][cH:16][cH:17]2)[cH:29][cH:30]1. Starting materials: CC1(CCC(C2=CC=3CC(CC3C=C21)O)(C)C)C (5,5,8,8-tetramethyl-5,6,7,8-tetrahydrobenz(f)indan-2-ol), N1=CC=CC=C1 (pyridine), C1(=CC=C(C=C1)S(=O)(=O)Cl)C (p-toluenesulfonyl chloride). Run in C1(=CC=CC=C1)C (toluene). The product is CC1(CCC(C2=CC=3C=CCC3C=C21)(C)C)C (5,5,8,8-tetramethyl-5,6,7,8-tetrahydrobenz(f)indene). Isolated yield 60.9%. RXN SMILES: [CH3:1][C:2]1([CH3:18])[C:14]2[C:6](=[CH:7][C:8]3[CH2:9][CH:10](O)[CH2:11][C:12]=3[CH:13]=2)[C:5]([CH3:17])([CH3:16])[CH2:4][CH2:3]1.N1C=CC=CC=1.C1(C)C=CC(S(Cl)(=O)=O)=CC=1>C1(C)C=CC=CC=1>[CH3:16][C:5]1([CH3:17])[C:6]2[C:14](=[CH:13][C:12]3[CH:11]=[CH:10][CH2:9][C:8]=3[CH:7]=2)[C:2]([CH3:18])([CH3:1])[CH2:3][CH2:4]1. Procedure: A 1 L round bottom flask fit with a magnetic stirrer, condenser, thermometer, and nitrogen inlet was charged with anhydrous toluene (7 mL, Aldrich), the crude 5,5,8,8-tetramethyl-5,6,7,8-tetrahydrobenz(f)indan-2-ol (31.0 g, 0145 mol), pyridine (31.6 mL, 0.39 mol, Aldrich), and p-toluenesulfonyl chloride (30.4 g, 0.16 mol, Aldrich). The mixture was heated to reflux and cooled for GC analysis periodically for a total reflux time of 2 hours. The reaction was then quenched in 5% HCl (250 mL) and ext...